From a dataset of the Open Reaction Database (ORD), a public repository of structured organic reaction records. describe an organic reaction: reactants, conditions, products, and yield The reactants are ClC1=C2C(=CC(=NC2=CC(=C1)Cl)C(C1=CC=CC=C1)=O)OCC1=CC=CC=C1 (5,7-dichloro-4-benzyloxy-2-benzoylquinoline), FC(C(=O)O)(F)F (trifluoroacetic acid). Yields the product ClC1=C2C(C=C(NC2=CC(=C1)Cl)C(C1=CC=CC=C1)=O)=O (5,7-Dichloro-2-benzoyl-1,4-dihydroquinol-4-one). RXN SMILES: [Cl:1][C:2]1[CH:11]=[C:10]([Cl:12])[CH:9]=[C:8]2[C:3]=1[C:4]([O:21]CC1C=CC=CC=1)=[CH:5][C:6]([C:13](=[O:20])[C:14]1[CH:19]=[CH:18][CH:17]=[CH:16][CH:15]=1)=[N:7]2.FC(F)(F)C(O)=O>>[Cl:1][C:2]1[CH:11]=[C:10]([Cl:12])[CH:9]=[C:8]2[C:3]=1[C:4](=[O:21])[CH:5]=[C:6]([C:13](=[O:20])[C:14]1[CH:19]=[CH:18][CH:17]=[CH:16][CH:15]=1)[NH:7]2. Procedure: Combine 5,7-dichloro-4-benzyloxy-2-benzoylquinoline (1.07 g, 2.6 mmol) and trifluoroacetic acid (65 mL) and heat to 70° C. After 4 hours evaporate the reaction mixture in vacuo to give a residue. Recrystallize the residue from acetonitrile to give the title compound; mp, 242°-243° C. Rf =0.33 TLC/silica gel/2% acetone in dichloromethane. Elem. Anal. Calcd. for C16H9Cl2NO2 : C, 60.40; H, 2.85; N, 4.40. Found: C, 60.35; H, 2.89; N, 4.50. Reactants: FC(C(=O)O)(F)F.N[C@@H]1[C@H]([C@H]([C@@H](C1)N1C2=NC(=NC(=C2N=C1)Cl)Cl)O)O ((1S,2R,3S,5R)-3-amino-5-(2,6-dichloro-purin-9-yl)-cyclopentane-1,2-diol trifluoroacetate), C(CC)(=O)Cl (propionyl chloride), FC(C(=O)O)(F)F.NC1=C2N=CN(C2=NC(=N1)Cl)[C@H]1[C@@H]([C@@H]([C@H](C1)NC(CC)=O)O)O (N-[(1S,2R,3S,4R)-4-(6-amino-2-chloro-purin-9-yl)-2,3-dihydroxy-cyclopentyl]-propionamide trifluoroacetate). Product: ClC1=NC(=C2N=CN(C2=N1)[C@H]1[C@@H]([C@@H]([C@H](C1)NC(CC)=O)O)O)Cl (N-[(1S,2R,3S,4R)-4-(2,6-Dichloro-purin-9-yl)-2,3-dihydroxy-cyclopentyl]-propionamide). As a reaction SMILES: FC(F)(F)C(O)=O.[NH2:8][C@H:9]1[CH2:13][C@@H:12]([N:14]2[CH:22]=[N:21][C:20]3[C:15]2=[N:16][C:17]([Cl:24])=[N:18][C:19]=3[Cl:23])[C@H:11]([OH:25])[C@@H:10]1[OH:26].[C:27](Cl)(=[O:30])[CH2:28][CH3:29].FC(F)(F)C(O)=O.NC1N=C(Cl)N=C2C=1N=CN2[C@@H]1C[C@H](NC(=O)CC)[C@@H](O)[C@H]1O>>[Cl:24][C:17]1[N:16]=[C:15]2[C:20]([N:21]=[CH:22][N:14]2[C@@H:12]2[CH2:13][C@H:9]([NH:8][C:27](=[O:30])[CH2:28][CH3:29])[C@@H:10]([OH:26])[C@H:11]2[OH:25])=[C:19]([Cl:23])[N:18]=1 |f:0.1,3.4|. Procedure: The title compound is prepared from (1S,2R,3S,5R)-3-amino-5-(2,6-dichloro-purin-9-yl)-cyclopentane-1,2-diol trifluoroacetate and propionyl chloride using a procedure analogous to that used to prepare N-[(1S,2R,3S,4R)-4-(6-amino-2-chloro-purin-9-yl)-2,3-dihydroxy-cyclopentyl]-propionamide trifluoroacetate in Example 2. MS (ES+) m/e 360 (MH+).